From a dataset of the Open Reaction Database (ORD), a public repository of structured organic reaction records. describe an organic reaction: reactants, conditions, products, and yield Reactants: CCO, c1ccc(COc2ccc3c(ccn3Nc3ccncc3)c2)cc1. Yields the product Oc1ccc2c(ccn2Nc2ccncc2)c1. As a reaction SMILES: [CH3:25][CH2:26][OH:27].[c:1]1([CH2:2][O:8][c:9]2[cH:10][c:11]3[cH:12][cH:13][n:14]([NH:18][c:19]4[cH:20][cH:21][n:22][cH:23][cH:24]4)[c:15]3[cH:16][cH:17]2)[cH:3][cH:4][cH:5][cH:6][cH:7]1>>[OH:8][c:9]1[cH:10][c:11]2[cH:12][cH:13][n:14]([NH:18][c:19]3[cH:20][cH:21][n:22][cH:23][cH:24]3)[c:15]2[cH:16][cH:17]1. Reactants: CC(=O)O[BH-](OC(C)=O)OC(C)=O, CC(=O)O, CN1CCC(N)CC1, ClCCCl, ClCCl, O=Cc1cc(-c2ccc3[nH]ccc3c2)ccc1F, [Na+]. RXN SMILES: [C:1]([O:2][BH-:3]([O:4][C:5](=[O:6])[CH3:7])[O:8][C:9](=[O:10])[CH3:11])(=[O:12])[CH3:13].[CH3:15][C:16](=[O:17])[OH:18].[CH3:37][N:38]1[CH2:39][CH2:40][CH:41]([NH2:44])[CH2:42][CH2:43]1.[Cl:45][CH2:46][CH2:47][Cl:48].[Cl:49][CH2:50][Cl:51].[F:19][c:20]1[c:21]([CH:35]=[O:36])[cH:22][c:23](-[c:26]2[cH:27][c:28]3[cH:29][cH:30][nH:31][c:32]3[cH:33][cH:34]2)[cH:24][cH:25]1.[Na+:14]>>[F:19][c:20]1[c:21]([CH2:35][NH:44][CH:41]2[CH2:40][CH2:39][N:38]([CH3:37])[CH2:43][CH2:42]2)[cH:22][c:23](-[c:26]2[cH:27][c:28]3[cH:29][cH:30][nH:31][c:32]3[cH:33][cH:34]2)[cH:24][cH:25]1. Product: CN1CCC(NCc2cc(-c3ccc4[nH]ccc4c3)ccc2F)CC1.